Dataset: the Open Reaction Database (ORD), a public repository of structured organic reaction records. Task: describe an organic reaction: reactants, conditions, products, and yield Reactants: COc1cc(C=C(C(=O)O)c2ccc(Oc3ccc(CCC(=O)NC(N)=O)cc3)cc2)cc(OC)c1, CS(C)=O, [K+], [K+], O=C([O-])[O-], O, CCOS(=O)(=O)OCC. The product is CCOC(=O)C(=Cc1cc(OC)cc(OC)c1)c1ccc(Oc2ccc(CCC(=O)NC(N)=O)cc2)cc1. RXN SMILES: [CH3:1][O:2][c:3]1[cH:4][c:5]([CH:11]=[C:12]([C:13](=[O:14])[OH:15])[c:16]2[cH:17][cH:18][c:19]([O:22][c:23]3[cH:24][cH:25][c:26]([CH2:29][CH2:30][C:31]([NH:32][C:33](=[O:34])[NH2:35])=[O:36])[cH:27][cH:28]3)[cH:20][cH:21]2)[cH:6][c:7]([O:9][CH3:10])[cH:8]1.[CH3:53][S:54]([CH3:55])=[O:56].[K+:37].[K+:38].[O-:39][C:40]([O-:41])=[O:42].[OH2:52].[S:43]([O:44][CH2:45][CH3:46])([O:49][CH2:47][CH3:48])(=[O:50])=[O:51]>>[CH3:1][O:2][c:3]1[cH:4][c:5]([CH:11]=[C:12]([C:13]([O:14][CH2:47][CH3:48])=[O:15])[c:16]2[cH:17][cH:18][c:19]([O:22][c:23]3[cH:24][cH:25][c:26]([CH2:29][CH2:30][C:31]([NH:32][C:33](=[O:34])[NH2:35])=[O:36])[cH:27][cH:28]3)[cH:20][cH:21]2)[cH:6][c:7]([O:9][CH3:10])[cH:8]1. Starting materials: CC(=O)SC1CC(=O)N1C(O)C(=O)OCc1ccc([N+](=O)[O-])cc1, ClCCl, O=S(Cl)Cl. The product is CC(=O)SC1CC(=O)N1C(Cl)C(=O)OCc1ccc([N+](=O)[O-])cc1. Reaction SMILES: [C:1]([CH3:2])(=[O:3])[S:4][CH:5]1[CH2:6][C:7](=[O:24])[N:8]1[CH:9]([C:10](=[O:11])[O:12][CH2:13][c:14]1[cH:15][cH:16][c:17]([N+:20](=[O:21])[O-:22])[cH:18][cH:19]1)[OH:23].[Cl:29][CH2:30][Cl:31].[S:25]([Cl:26])([Cl:27])=[O:28]>>[C:1]([CH3:2])(=[O:3])[S:4][CH:5]1[CH2:6][C:7](=[O:24])[N:8]1[CH:9]([C:10](=[O:11])[O:12][CH2:13][c:14]1[cH:15][cH:16][c:17]([N+:20](=[O:21])[O-:22])[cH:18][cH:19]1)[Cl:27]. Starting materials: N[C@H]1[C@@H](C[C@H](OC1)C(C1=CC=CC=C1)C1=CC=CC=C1)O ((2S, 4R, 5R)-5-Amino-2-benzhydryl-tetrahydro-pyran-4-ol), OC1=CC=C(C=O)C=C1 (4-hydroxybenzaldehyde), C(C)(=O)O (acetic acid), [BH3-]C#N.[Na+] (NaCNBH3), C(=O)(O)[O-].[Na+] (NaHCO3). The solvent is O (Water), ClCCCl (1,2-dichloroethane), CO (methanol). Conditions: temperature 0 celsius, time 4 hour. Product: C(C1=CC=CC=C1)(C1=CC=CC=C1)[C@H]1OC[C@H]([C@@H](C1)O)NCC1=CC=C(C=C1)O ((2S, 4R, 5R)-2-benzhydryl-5-(4-hydroxy-benzylamino)-tetrahydropyran-4-ol). RXN SMILES: [NH2:1][C@@H:2]1[CH2:7][O:6][C@H:5]([CH:8]([C:15]2[CH:20]=[CH:19][CH:18]=[CH:17][CH:16]=2)[C:9]2[CH:14]=[CH:13][CH:12]=[CH:11][CH:10]=2)[CH2:4][C@H:3]1[OH:21].[OH:22][C:23]1[CH:30]=[CH:29][C:26]([CH:27]=O)=[CH:25][CH:24]=1.C(O)(=O)C.[BH3-]C#N.[Na+].C([O-])(O)=O.[Na+]>ClCCCl.CO.O>[CH:8]([C@@H:5]1[CH2:4][C@@H:3]([OH:21])[C@H:2]([NH:1][CH2:27][C:26]2[CH:29]=[CH:30][C:23]([OH:22])=[CH:24][CH:25]=2)[CH2:7][O:6]1)([C:9]1[CH:14]=[CH:13][CH:12]=[CH:11][CH:10]=1)[C:15]1[CH:20]=[CH:19][CH:18]=[CH:17][CH:16]=1 |f:3.4,5.6|. Procedure details: To a solution of (2S, 4R, 5R)-5-amino-2-benzhydryl-tetrahydro-pyran-4-ol 31a (0.02 g, 0.09 mmol), 4-hydroxybenzaldehyde (0.01 g, 0.09 mmol) and glacial acetic acid (0.005 g, 0.09 mmol) in 1,2-dichloroethane (5 ml) was added portionwise NaCNBH3 (0.007 g, 0.11 mmol) in methanol (1 ml). The reaction was continued for 4 hr. Water was added to quench the reaction and the mixture was stirred for 30 minutes at 0° C. The reaction mixture was stirred with saturated aqueous NaHCO3 and the product was extr... The reactants are ClC1=C(C=CC(=C1)Cl)C=1C(=C(SC1C=O)N1CCOCC1)C#N (4-(2,4-dichlorophenyl)-5-formyl-2-morpholin-4-ylthiophene-3-carbonitrile), C(CCC)O (butyl alcohol), NCC(C)N (1,2-diaminopropane), II (Iodine), C([O-])([O-])=O.[K+].[K+] (potassium carbonate). Reaction conditions: time 30 minute. Yields the product ClC1=C(C=CC(=C1)Cl)C=1C(=C(SC1C=1NCC(N1)C)N1CCOCC1)C#N (4-(2,4-dichlorophenyl)-5-(4-methyl-4,5-dihydro-1H-imidazol-2-yl)-2-morpholinothiophene-3-carbonitrile). Isolated yield 31.8%. As a reaction SMILES: [Cl:1][C:2]1[CH:7]=[C:6]([Cl:8])[CH:5]=[CH:4][C:3]=1[C:9]1[C:10]([C:22]#[N:23])=[C:11]([N:16]2[CH2:21][CH2:20][O:19][CH2:18][CH2:17]2)[S:12][C:13]=1[CH:14]=O.C(O)CCC.[NH2:29][CH2:30][CH:31]([NH2:33])[CH3:32].II.C(=O)([O-])[O-].[K+].[K+]>>[Cl:1][C:2]1[CH:7]=[C:6]([Cl:8])[CH:5]=[CH:4][C:3]=1[C:9]1[C:10]([C:22]#[N:23])=[C:11]([N:16]2[CH2:21][CH2:20][O:19][CH2:18][CH2:17]2)[S:12][C:13]=1[C:14]1[NH:29][CH2:30][CH:31]([CH3:32])[N:33]=1 |f:4.5.6|. Procedure details: To 4-(2,4-dichlorophenyl)-5-formyl-2-morpholin-4-ylthiophene-3-carbonitrile (52.0 mg, 0.000142 mol) in tent-butyl alcohol (0.75 g, 0.010 mol) was added 1,2-diaminopropane (12.9 mg, 0.000174 mol) and the mixture was stirred for 30 min. Iodine (51 mg, 0.00020 mol) and potassium carbonate (65.7 mg, 0.000475 mol) was added the mixture was stirred at 70° C. for 3 hr. The reaction mixture was quenched by saturated sodium bicarbonate solution and brine. The organic layer was collected and purified by c... Procedure details: (2R,4R)-1-Allyloxycarbonyl-2-[2-(5-hydroxymethyl-imidazol-1-yl) ethyl]-4-methanesulfonyloxypyrrolidine (1.63 g) was reacted with thioacetic acid (0.65 ml) and potassium t-butoxide (0.978 g) in substantially the same manner as that of Preparation 14-12) to give (2R,4S)-1-allyloxycarbonyl-4-acetylthio-2-[2-(5-hydroxymethyl-imidazol-1-yl)ethyl]pyrrolidine (884 mg) as an orange paste. Reaction SMILES: [CH2:1]([O:4][C:5]([N:7]1[CH2:11][C@H:10](OS(C)(=O)=O)[CH2:9][C@H:8]1[CH2:17][CH2:18][N:19]1[C:23]([CH2:24][OH:25])=[CH:22][N:21]=[CH:20]1)=[O:6])[CH:2]=[CH2:3].[C:26]([OH:29])(=[S:28])[CH3:27].CC(C)([O-])C.[K+]>>[CH2:1]([O:4][C:5]([N:7]1[CH2:11][C@@H:10]([S:28][C:26](=[O:29])[CH3:27])[CH2:9][C@H:8]1[CH2:17][CH2:18][N:19]1[C:23]([CH2:24][OH:25])=[CH:22][N:21]=[CH:20]1)=[O:6])[CH:2]=[CH2:3] |f:2.3|. Yields the product C(C=C)OC(=O)N1[C@@H](C[C@@H](C1)SC(C)=O)CCN1C=NC=C1CO ((2R,4S)-1-allyloxycarbonyl-4-acetylthio-2-[2-(5-hydroxymethyl-imidazol-1-yl)ethyl]pyrrolidine). Reactants: C(C=C)OC(=O)N1[C@@H](C[C@H](C1)OS(=O)(=O)C)CCN1C=NC=C1CO ((2R,4R)-1-Allyloxycarbonyl-2-[2-(5-hydroxymethyl-imidazol-1-yl) ethyl]-4-methanesulfonyloxypyrrolidine), C(C)(=S)O (thioacetic acid), CC(C)([O-])C.[K+] (potassium t-butoxide). Starting materials: CC1=CC=C(C(=N1)C(F)(F)F)C(=O)O (6-methyl-2-trifluoromethylpyridin-3-ylcarboxyi ic acid), C(C(=O)Cl)(=O)Cl (oxalyl chloride). Reagents/catalysts: CN(C=O)C (dimethylformamid). Reaction SMILES: [CH3:1][C:2]1[N:7]=[C:6]([C:8]([F:11])([F:10])[F:9])[C:5]([C:12]([OH:14])=O)=[CH:4][CH:3]=1.C(Cl)(=O)C([Cl:18])=O>ClCCl.CN(C)C=O>[CH3:1][C:2]1[N:7]=[C:6]([C:8]([F:11])([F:10])[F:9])[C:5]([C:12]([Cl:18])=[O:14])=[CH:4][CH:3]=1. Product: CC1=CC=C(C(=N1)C(F)(F)F)C(=O)Cl (6-methyl-2-trifluoromethyl pvridin-3-ylcarbonyl chloride). Run in ClCCl (dichloromethane). Reported procedure: A solution of 0.45 g of 6-methyl-2-trifluoromethylpyridin-3-ylcarboxyi ic acid in 20 ml of dichloromethane is charged initially, 3 drops of dimethylformamid c are added and the mixture is subsequently treated with 1.6 ml of oxalyl chloride. After the intensive evolution of gas has ceased, the mixture is kept at a bath temperature of 40° C. for another 1.5 hours and then evaporated. The crude product (0.56 g) that remains as residue can be directly reacted further. 1H NMR (CDCl3, ppm): 8.20 (1H,d... Conditions: time 1.5 hour. Reactants: C(C)(=O)O[BH3-].[Na+] (Sodium acetoxyborohydride), CN(C(=O)[C@H]1N(C[C@@H](C1)O)C1(C(N(C2=CC=C(C=C12)Cl)S(=O)(=O)C1=CC=C2CCNCC2=C1)=O)C1=C(C=CC=C1)OC)C ((2S,4R)-1-[5-Chloro-3-(2-methoxy-phenyl)-2-oxo-1-(1,2,3,4-tetrahydro-isoquinoline-7-sulfonyl)-2,3-dihydro-1H-indol-3-yl]-4-hydroxy-pyrrolidine-2-carboxylic acid dimethylamide), C(C)(=O)O (acetic acid), C=O (formaldehyde). Conditions: time 12 hour. Yields the product CN(C(=O)[C@H]1N(C[C@@H](C1)O)C1(C(N(C2=CC=C(C=C12)Cl)S(=O)(=O)C1=CC=C2CCN(CC2=C1)C)=O)C1=C(C=CC=C1)OC)C ((2S,4R)-1-[5-Chloro-3-(2-methoxy-phenyl)-1-(2-methyl-1,2,3,4-tetrahydro-isoquinoline-7-sulfonyl)-2-oxo-2,3-dihydro-1H-indol-3-yl]-4-hydroxy-pyrrolidine-2-carboxylic acid dimethylamide). Yield: 65.2%. RXN SMILES: [C:1](O[BH3-])(=O)C.[Na+].[CH3:7][N:8]([CH3:49])[C:9]([C@@H:11]1[CH2:15][C@@H:14]([OH:16])[CH2:13][N:12]1[C:17]1([C:41]2[CH:46]=[CH:45][CH:44]=[CH:43][C:42]=2[O:47][CH3:48])[C:25]2[C:20](=[CH:21][CH:22]=[C:23]([Cl:26])[CH:24]=2)[N:19]([S:27]([C:30]2[CH:39]=[C:38]3[C:33]([CH2:34][CH2:35][NH:36][CH2:37]3)=[CH:32][CH:31]=2)(=[O:29])=[O:28])[C:18]1=[O:40])=[O:10].C(O)(=O)C.C=O>>[CH3:7][N:8]([CH3:49])[C:9]([C@@H:11]1[CH2:15][C@@H:14]([OH:16])[CH2:13][N:12]1[C:17]1([C:41]2[CH:46]=[CH:45][CH:44]=[CH:43][C:42]=2[O:47][CH3:48])[C:25]2[C:20](=[CH:21][CH:22]=[C:23]([Cl:26])[CH:24]=2)[N:19]([S:27]([C:30]2[CH:39]=[C:38]3[C:33]([CH2:34][CH2:35][N:36]([CH3:1])[CH2:37]3)=[CH:32][CH:31]=2)(=[O:28])=[O:29])[C:18]1=[O:40])=[O:10] |f:0.1|. Procedure: Sodium acetoxyborohydride (0.36 mmol, 76.27 mg) was added to a solution of Example 61 (0.24 mmol, 0.15 g), acetic acid (0.24 mmol, 14.4 mg) and aq. formaldehyde (37%, 0.26 mmol, 21.42 mg). The mixture was stirred at RT for 12 h and evaporated in vacuo. The residue was solved in H2O and extracted with ethyl acetate. The organic phase was dried, filtrated and evaporated. The crude product was then purified on a column of silica gel eluted with 5% MeOH in CH2Cl2 to afford 100 mg of the required pro... Reactants: CS[Na] (methylsulfanylsodium), ClC1=NC=C(C(=N1)N[C@@H]1C[C@@]2(CO2)CCC1)F (2-chloro-5-fluoro-N-((3R,5S)-1-oxaspiro[2.5]octan-5-yl)pyrimidin-4-amine), 49b, CS[Na] (Methylsulfanylsodium). Run in C1CCOC1 (THF), C1CCOC1 (THF). Run at time 3 hour. Product: ClC1=NC=C(C(=N1)N[C@@H]1C[C@@](CCC1)(O)CSC)F ((1R,3S)-3-(2-chloro-5-fluoropyrimidin-4-ylamino)-1-(methyl-thiomethyl)cyclohexanol). As a reaction SMILES: [Cl:1][C:2]1[N:7]=[C:6]([NH:8][C@H:9]2[CH2:16][CH2:15][CH2:14][C@@:11]3([O:13][CH2:12]3)[CH2:10]2)[C:5]([F:17])=[CH:4][N:3]=1.[CH3:18][S:19][Na]>C1COCC1>[Cl:1][C:2]1[N:7]=[C:6]([NH:8][C@H:9]2[CH2:16][CH2:15][CH2:14][C@@:11]([CH2:12][S:19][CH3:18])([OH:13])[CH2:10]2)[C:5]([F:17])=[CH:4][N:3]=1. Procedure details: 2-chloro-5-fluoro-N-((3R,5S)-1-oxaspiro[2.5]octan-5-yl)pyrimidin-4-amine, 49b, (0.10 g, 0.38 mmol) was dissolved in THF (2 mL). Methylsulfanylsodium (0.08 g, 1.15 mmol) was added to the reaction and the mixture was allowed to stir at room temperature for 3 hrs. An additional 36 mg portion of methylsulfanylsodium in THF (2 mL) was added and the reaction mixture was stirred overnight at room temperature. After LCMS showed starting material was still present, the reaction was warmed to 50° C. and s... Reactants: BrC1=NC=C(C=C1)I (2-bromo-5-iodopyridine), N1(CCNCC1)C(=O)OC(C)(C)C (tert-butyl piperazine-1-carboxylate), C1(=CC=CC=C1)P(C1=CC=CC=2C(C3=CC=CC(=C3OC12)P(C1=CC=CC=C1)C1=CC=CC=C1)(C)C)C1=CC=CC=C1 (4,5-Bis(diphenylphosphino)-9,9-dimethylxanthene), CC(C)(C)[O-].[Na+] (NaOtBu). Reagents/catalysts: C=1C=CC(=CC1)/C=C/C(=O)/C=C/C2=CC=CC=C2.C=1C=CC(=CC1)/C=C/C(=O)/C=C/C2=CC=CC=C2.C=1C=CC(=CC1)/C=C/C(=O)/C=C/C2=CC=CC=C2.[Pd].[Pd] (Tris(dibenzylideneacetone)dipalladium). The solvent is C1(=CC=CC=C1)C (Toluene). Reaction conditions: time 2 hour. Yields the product BrC1=CC=C(C=N1)N1CCN(CC1)C(=O)OC(C)(C)C (tert-butyl 4-(6-bromopyridin-3-yl)piperazine-1-carboxylate). Isolated yield 90.9%. As a reaction SMILES: [Br:1][C:2]1[CH:7]=[CH:6][C:5](I)=[CH:4][N:3]=1.[N:9]1([C:15]([O:17][C:18]([CH3:21])([CH3:20])[CH3:19])=[O:16])[CH2:14][CH2:13][NH:12][CH2:11][CH2:10]1.C1(P(C2C=CC=CC=2)C2C3OC4C(=CC=CC=4P(C4C=CC=CC=4)C4C=CC=CC=4)C(C)(C)C=3C=CC=2)C=CC=CC=1.CC([O-])(C)C.[Na+]>C1(C)C=CC=CC=1.C1C=CC(/C=C/C(/C=C/C2C=CC=CC=2)=O)=CC=1.C1C=CC(/C=C/C(/C=C/C2C=CC=CC=2)=O)=CC=1.C1C=CC(/C=C/C(/C=C/C2C=CC=CC=2)=O)=CC=1.[Pd].[Pd]>[Br:1][C:2]1[N:3]=[CH:4][C:5]([N:12]2[CH2:11][CH2:10][N:9]([C:15]([O:17][C:18]([CH3:21])([CH3:20])[CH3:19])=[O:16])[CH2:14][CH2:13]2)=[CH:6][CH:7]=1 |f:3.4,6.7.8.9.10|. Reported procedure: Into the mixture solution of 2-bromo-5-iodopyridine (9.15 g, 32.2 mmol), tert-butyl piperazine-1-carboxylate (5 g, 27 mmol) in Toluene (90 mL) was added Tris(dibenzylideneacetone)dipalladium (0) (0.983 g, 1.1 mmol), 4,5-Bis(diphenylphosphino)-9,9-dimethylxanthene (0.17 g, 3.2 mmol) and NaOtBu (7.8 g, 80.5 mmol). Then the reaction mixture was flushed with Argon and stirred for 2 h. The reaction mixture was extracted with ethyl acetate and washed with brine. After drying with MgSO4, the organic so... Reactants: C1(CC1)C=1C=C(C=C2C(CCC(C12)=O)(C)C)C#C (8-cyclopropyl-4,4-dimethyl-6-ethynyl-1-tetralone), C1(CC1)C=1C=C(C=C2C(CCC(C12)=O)(C)C)C#C (8-cyclopropyl-4,4-dimethyl-6-ethynyl-1-tetralone), C(C)OC(\C=C\C1=CC=C(C=C1)I)=O ((E)-3 (4-iodo-phenyl) acrylic acid ethyl ester). Reagents/catalysts: [Cu]I (copper(I)iodide), Cl[Pd]([P](C1=CC=CC=C1)(C2=CC=CC=C2)C3=CC=CC=C3)([P](C4=CC=CC=C4)(C5=CC=CC=C5)C6=CC=CC=C6)Cl (dichlorobis(triphenylphosphine)palladium(II)). Run in C(C)N(CC)CC (triethyl amine). Yields the product C(C)OC(C=CC1=CC=C(C=C1)C#CC1=CC=2C(CCC(C2C(=C1)C1CC1)=O)(C)C)=O (3-[4-(4-Cyclopropyl-8,8-dimethyl-5-oxo-5,6,7,8-tetrahydro-naphthalen-2-ylethynyl)-phenyl]-acrylic acid ethyl ester). As a reaction SMILES: [CH:1]1([C:4]2[CH:5]=[C:6]([C:17]#[CH:18])[CH:7]=[C:8]3[C:13]=2[C:12](=[O:14])[CH2:11][CH2:10][C:9]3([CH3:16])[CH3:15])[CH2:3][CH2:2]1.[CH2:19]([O:21][C:22](=[O:32])/[CH:23]=[CH:24]/[C:25]1[CH:30]=[CH:29][C:28](I)=[CH:27][CH:26]=1)[CH3:20]>[Cu]I.Cl[Pd](Cl)([P](C1C=CC=CC=1)(C1C=CC=CC=1)C1C=CC=CC=1)[P](C1C=CC=CC=1)(C1C=CC=CC=1)C1C=CC=CC=1.C(N(CC)CC)C>[CH2:19]([O:21][C:22](=[O:32])[CH:23]=[CH:24][C:25]1[CH:30]=[CH:29][C:28]([C:18]#[C:17][C:6]2[CH:5]=[C:4]([CH:1]3[CH2:3][CH2:2]3)[C:13]3[C:12](=[O:14])[CH2:11][CH2:10][C:9]([CH3:15])([CH3:16])[C:8]=3[CH:7]=2)=[CH:27][CH:26]=1)[CH3:20] |^1:37,56|. Procedure: Following General Procedure B and using 8-cyclopropyl-4,4-dimethyl-6-ethynyl-1-tetralone (Intermediate 160, 0.1 g, 0.42 mmol), (E)-3 (4-iodo-phenyl) acrylic acid ethyl ester (0.13 g 0.42 mmol), triethyl amine (1 mL), copper(I)iodide (0.02 g, 0.1 mmol) and dichlorobis(triphenylphosphine)palladium(II) (0.070 g, 0.1 mmol) followed by flash column chromatography over silica gel (230–400 mesh), the title compound was obtained (0.12 g, 69%).